This data is from the Open Reaction Database (ORD), a public repository of structured organic reaction records. The task is: describe an organic reaction: reactants, conditions, products, and yield The reactants are CCN(CC)CCCl, CN(C)C=O, Cl, [Na+], CC(C(=O)[O-])c1cccc(C(=O)c2cc3ccsc3s2)c1. The product is CCN(CC)CCOC(=O)C(C)c1cccc(C(=O)c2cc3ccsc3s2)c1. RXN SMILES: [CH2:1]([CH3:2])[N:3]([CH2:4][CH2:5][Cl:6])[CH2:7][CH3:8].[CH3:31][N:32]([CH3:33])[CH:34]=[O:35].[ClH:36].[Na+:30].[s:9]1[c:10]([C:17](=[O:18])[c:19]2[cH:20][c:21]([CH:25]([C:26](=[O:27])[O-:28])[CH3:29])[cH:22][cH:23][cH:24]2)[cH:11][c:12]2[c:13]1[s:14][cH:15][cH:16]2>>[CH2:1]([CH3:2])[N:3]([CH2:4][CH2:5][O:28][C:26]([CH:25]([c:21]1[cH:20][c:19]([C:17]([c:10]2[s:9][c:13]3[c:12]([cH:11]2)[cH:16][cH:15][s:14]3)=[O:18])[cH:24][cH:23][cH:22]1)[CH3:29])=[O:27])[CH2:7][CH3:8]. Reactants: B, CC(C)(C)OC(=O)NC1CCCC(C(=O)O)C1, C1CCOC1, CSC. Product: CC(C)(C)OC(=O)NC1CCCC(CO)C1. Reaction SMILES: [BH3:21].[C:1]([CH3:2])([CH3:3])([CH3:4])[O:5][C:6](=[O:7])[NH:8][CH:9]1[CH2:10][CH:11]([C:15](=[O:16])[OH:17])[CH2:12][CH2:13][CH2:14]1.[CH2:22]1[O:23][CH2:24][CH2:25][CH2:26]1.[CH3:18][S:19][CH3:20]>>[C:1]([CH3:2])([CH3:3])([CH3:4])[O:5][C:6](=[O:7])[NH:8][CH:9]1[CH2:10][CH:11]([CH2:15][OH:16])[CH2:12][CH2:13][CH2:14]1. Reactants: [H][H] (hydrogen), [N+](=O)([O-])C1=CC=C(OC2=CC(=NC=C2)NC(=O)N2CCC(CC2)N2CCCC2)C=C1 (4-(Pyrrolidin-1-yl)piperidine-1-carboxylic acid [4-(4-nitrophenoxy)pyridin-2-yl]amide), CCCCCC (hexane). The reagents and catalysts are [C].[Pd] (palladium carbon). Run in O1CCCC1 (tetrahydrofuran), CO (methanol), C(C)OCC (diethyl ether). Run at time 8 hour. The product is NC1=CC=C(OC2=CC(=NC=C2)NC(=O)N2CCC(CC2)N2CCCC2)C=C1 (4-(Pyrrolidin-1-yl)piperidine-1-carboxylic acid [4-(4-aminophenoxy)pyridin-2-yl]amide). The yield is 54.9%. As a reaction SMILES: [N+:1]([C:4]1[CH:30]=[CH:29][C:7]([O:8][C:9]2[CH:14]=[CH:13][N:12]=[C:11]([NH:15][C:16]([N:18]3[CH2:23][CH2:22][CH:21]([N:24]4[CH2:28][CH2:27][CH2:26][CH2:25]4)[CH2:20][CH2:19]3)=[O:17])[CH:10]=2)=[CH:6][CH:5]=1)([O-])=O.[H][H].CCCCCC>O1CCCC1.CO.C(OCC)C.[C].[Pd]>[NH2:1][C:4]1[CH:5]=[CH:6][C:7]([O:8][C:9]2[CH:14]=[CH:13][N:12]=[C:11]([NH:15][C:16]([N:18]3[CH2:19][CH2:20][CH:21]([N:24]4[CH2:28][CH2:27][CH2:26][CH2:25]4)[CH2:22][CH2:23]3)=[O:17])[CH:10]=2)=[CH:29][CH:30]=1 |f:6.7|. Procedure details: 4-(Pyrrolidin-1-yl)piperidine-1-carboxylic acid [4-(4-nitrophenoxy)pyridin-2-yl]amide (117 mg) was dissolved in tetrahydrofuran (3 ml)-methanol (3 ml), and then 10% palladium carbon (61 mg) was added thereto under a nitrogen atmosphere, followed by replacing with hydrogen inside the system and stirring overnight. After replacing with nitrogen inside the system, the reaction mixture was filtered to remove the catalyst, which was washed with ethanol. The filtrate was concentrated under a reduced p... The reactants are C(C(C)(C)C)(=O)OC[C@H](C=1C(=C2C=CC(=NC2=CC1C)N1CCOCC1)C1=CC=C(C=C1)Cl)OC(C)(C)C ((S)-2-tert-butoxy-2-(5-(4-chlorophenyl)-7-methyl-2-morpholinoquinolin-6-yl)ethyl pivalate), C(C)(C)(C)O[C@H](CO)C=1C(=C2C=CC(=NC2=CC1C)CCC1=CC=CC=C1)C1=CC=C(C=C1)Cl ((S)-2-tert-butoxy-2-(5-(4-chlorophenyl)-7-methyl-2-phenethylquinolin-6-yl)ethanol). The product is C(C)(C)(C)O[C@H](C(=O)O)C=1C(=C2C=CC(=NC2=CC1C)CCC1=CC=CC=C1)C1=CC=C(C=C1)Cl ((S)-2-tert-Butoxy-2-(5-(4-chlorophenyl)-7-methyl-2-phenethylquinolin-6-yl)acetic acid). Reaction SMILES: C(OC[C@@H](OC(C)(C)C)C1C(C2C=CC(Cl)=CC=2)=C2C(=CC=1C)N=C(N1CCOCC1)C=C2)(=[O:6])C(C)(C)C.[C:39]([O:43][C@@H:44]([C:47]1[C:48]([C:66]2[CH:71]=[CH:70][C:69]([Cl:72])=[CH:68][CH:67]=2)=[C:49]2[C:54](=[CH:55][C:56]=1[CH3:57])[N:53]=[C:52]([CH2:58][CH2:59][C:60]1[CH:65]=[CH:64][CH:63]=[CH:62][CH:61]=1)[CH:51]=[CH:50]2)[CH2:45][OH:46])([CH3:42])([CH3:41])[CH3:40]>>[C:39]([O:43][C@@H:44]([C:47]1[C:48]([C:66]2[CH:71]=[CH:70][C:69]([Cl:72])=[CH:68][CH:67]=2)=[C:49]2[C:54](=[CH:55][C:56]=1[CH3:57])[N:53]=[C:52]([CH2:58][CH2:59][C:60]1[CH:65]=[CH:64][CH:63]=[CH:62][CH:61]=1)[CH:51]=[CH:50]2)[C:45]([OH:6])=[O:46])([CH3:42])([CH3:40])[CH3:41]. Procedure details: (S)-2-tert-Butoxy-2-(5-(4-chlorophenyl)-7-methyl-2-phenethylquinolin-6-yl)acetic acid (4.8 mg) was prepared in a similar manner as compound (S)-2-tert-butoxy-2-(5-(4-chlorophenyl)-7-methyl-2-morpholinoquinolin-6-yl)acetic acid of Example 29 except using (S)-2-tert-butoxy-2-(5-(4-chlorophenyl)-7-methyl-2-phenethylquinolin-6-yl)ethanol instead of (S)-2-tert-butoxy-2-(5-(4-chlorophenyl)-7-methyl-2-morpholinoquinolin-6-yl)ethanol. 1H-NMR 400 MHz (CD3OD) δ 8.21 (d, J=8 Hz, 1 H), 7.93 (s, 1 H), 7.7-7.... Starting materials: Nitro, C(Cl)Cl.CCOC(=O)C (DCM EtOAc), [N+](=O)([O-])C1=CC=C(C=C1)C=CC1=CC=C(C=C1)C=1SC2=C(N1)C=CC(=C2)C (2-{4-[2-(4-nitrophenyl)-vinyl]-phenyl}-6-methylbenzothiazole), O.O.[Sn](Cl)Cl (tin (II) chloride dihydrate). The solvent is CCO (EtOH). The product is NC1=CC=C(C=C1)C=CC1=CC=C(C=C1)C=1SC2=C(N1)C=CC(=C2)C (2-{4-[2-(4-Aminophenyl)-vinyl]-phenyl}-6-methylbenzothiazole). The yield is 81.9%. RXN SMILES: [N+:1]([C:4]1[CH:9]=[CH:8][C:7]([CH:10]=[CH:11][C:12]2[CH:17]=[CH:16][C:15]([C:18]3[S:19][C:20]4[CH:26]=[C:25]([CH3:27])[CH:24]=[CH:23][C:21]=4[N:22]=3)=[CH:14][CH:13]=2)=[CH:6][CH:5]=1)([O-])=O.O.O.[Sn](Cl)Cl.C(Cl)Cl.CCOC(C)=O>CCO>[NH2:1][C:4]1[CH:9]=[CH:8][C:7]([CH:10]=[CH:11][C:12]2[CH:13]=[CH:14][C:15]([C:18]3[S:19][C:20]4[CH:26]=[C:25]([CH3:27])[CH:24]=[CH:23][C:21]=4[N:22]=3)=[CH:16][CH:17]=2)=[CH:6][CH:5]=1 |f:1.2.3,4.5|. Procedure: Prepared as described in the Nitro Reduction section using 2-{4-[2-(4-nitrophenyl)-vinyl]-phenyl}-6-methylbenzothiazole (0.15 g, 0.403 mmol) and tin (II) chloride dihydrate (0.73 g, 3.22 mmol) in EtOH (5 ml) to give the title compound (0.113 g, 82%) as a pale yellow solid after work-up and flash chromatography (20:1 DCM/EtOAc). The reactants are C(C)OC(CBr)=O (ethylbromoacetate), I.ClC=1C=2C=3C(C(N(C2C=CC1)C1CNCCC1)=O)=C(ON3)C (9-chloro-3-methyl-5-piperidin-3-yl-5H-isoxazolo[4,3-c]quinolin-4-one hydroiodide), C([O-])([O-])=O.[K+].[K+] (potassium carbonate). Solvent: O1CCCC1 (tetrahydrofuran). Reaction conditions: time 8 hour. Yields the product C(C)OC(CN1CC(CCC1)N1C(C=2C(C=3C(=CC=CC13)Cl)=NOC2C)=O)=O ([3-(9-Chloro-3-methyl-4-oxo-5H-isoxazolo[4,3-c]quinolin-5-yl)-piperidin-1-yl]-acetic acid ethyl ester). Yield: 64.6%. RXN SMILES: I.[Cl:2][C:3]1[C:4]2[C:5]3[C:6](=[C:20]([CH3:23])[O:21][N:22]=3)[C:7](=[O:19])[N:8]([CH:13]3[CH2:18][CH2:17][CH2:16][NH:15][CH2:14]3)[C:9]=2[CH:10]=[CH:11][CH:12]=1.[CH2:24]([O:26][C:27](=[O:30])[CH2:28]Br)[CH3:25].C(=O)([O-])[O-].[K+].[K+]>O1CCCC1>[CH2:24]([O:26][C:27](=[O:30])[CH2:28][N:15]1[CH2:16][CH2:17][CH2:18][CH:13]([N:8]2[C:9]3[CH:10]=[CH:11][CH:12]=[C:3]([Cl:2])[C:4]=3[C:5]3=[N:22][O:21][C:20]([CH3:23])=[C:6]3[C:7]2=[O:19])[CH2:14]1)[CH3:25] |f:0.1,3.4.5|. Reported procedure: To a suspension of 9-chloro-3-methyl-5-piperidin-3-yl-5H-isoxazolo[4,3-c]quinolin-4-one hydroiodide (446 mg, 1.0 mmol) in tetrahydrofuran (20 mL) add ethylbromoacetate (0.11 mL, 1.0 mmol) and follow by potassium carbonate (346 mg, 2.5 mmol). Stir the mixture at room temperature under nitrogen overnight. Concentrate the mixture, partition between water and 20% isopropanol/chloroform, and separate. Wash the organic layer with saturated aqueous sodium bicarbonate solution, brine, dry over magnesium... Reactants: OCc1[nH]ccc1Cc1ccccc1, ClCCl, Cc1cc(C(F)(F)F)ccc1NC(C(=O)O)C(C)C, CN(C)c1ccncc1, CN(C)C=O, C(=NC1CCCCC1)=NC1CCCCC1. Yields the product Cc1cc(C(F)(F)F)ccc1NC(C(=O)OCc1[nH]ccc1Cc1ccccc1)C(C)C. Reaction SMILES: [CH2:1]([c:2]1[cH:3][cH:4][cH:5][cH:6][cH:7]1)[c:8]1[c:9]([CH2:13][OH:14])[nH:10][cH:11][cH:12]1.[CH2:58]([Cl:59])[Cl:60].[CH3:15][c:16]1[c:17]([NH:26][CH:27]([C:28](=[O:29])[OH:30])[CH:31]([CH3:32])[CH3:33])[cH:18][cH:19][c:20]([C:22]([F:23])([F:24])[F:25])[cH:21]1.[CH3:49][N:50]([CH3:51])[c:52]1[cH:53][cH:54][n:55][cH:56][cH:57]1.[CH3:61][N:62]([CH3:63])[CH:64]=[O:65].[CH:34]1([N:35]=[C:36]=[N:37][CH:38]2[CH2:39][CH2:40][CH2:41][CH2:42][CH2:43]2)[CH2:44][CH2:45][CH2:46][CH2:47][CH2:48]1>>[CH2:1]([c:2]1[cH:3][cH:4][cH:5][cH:6][cH:7]1)[c:8]1[c:9]([CH2:13][O:14][C:28]([CH:27]([NH:26][c:17]2[c:16]([CH3:15])[cH:21][c:20]([C:22]([F:23])([F:24])[F:25])[cH:19][cH:18]2)[CH:31]([CH3:32])[CH3:33])=[O:29])[nH:10][cH:11][cH:12]1. Starting materials: N#Cc1ccc(NCC(F)(F)c2ccccn2)c(F)c1CC(=O)O, ClCCl, CN(C)c1ccccn1, CN(C)C=O, CC(C)N=C=NC(C)C, Cl, Oc1c(F)c(F)c(F)c(F)c1F, [Li], c1ccncc1. Yields the product N#Cc1ccc(NCC(F)(F)c2ccccn2)c(F)c1CC(=O)Oc1c(F)c(F)c(F)c(F)c1F. RXN SMILES: [C:2](#[N:3])[c:4]1[cH:5][cH:6][c:7]([NH:15][CH2:16][C:17]([c:18]2[n:19][cH:20][cH:21][cH:22][cH:23]2)([F:24])[F:25])[c:8]([F:14])[c:9]1[CH2:10][C:11](=[O:12])[OH:13].[CH2:68]([Cl:69])[Cl:70].[CH3:45][N:46]([c:47]1[cH:48][cH:49][cH:50][cH:51][n:52]1)[CH3:53].[CH3:63][N:64]([CH3:65])[CH:66]=[O:67].[CH:54]([N:55]=[C:56]=[N:57][CH:58]([CH3:59])[CH3:60])([CH3:61])[CH3:62].[ClH:38].[F:26][c:27]1[c:28]([F:37])[c:29]([F:36])[c:30]([F:35])[c:31]([F:34])[c:32]1[OH:33].[Li:1].[n:39]1[cH:40][cH:41][cH:42][cH:43][cH:44]1>>[C:2](#[N:3])[c:4]1[cH:5][cH:6][c:7]([NH:15][CH2:16][C:17]([c:18]2[n:19][cH:20][cH:21][cH:22][cH:23]2)([F:24])[F:25])[c:8]([F:14])[c:9]1[CH2:10][C:11]([O:12][c:32]1[c:27]([F:26])[c:28]([F:37])[c:29]([F:36])[c:30]([F:35])[c:31]1[F:34])=[O:13].